This data is from the Open Reaction Database (ORD), a public repository of structured organic reaction records. The task is: describe an organic reaction: reactants, conditions, products, and yield The reactants are C(CC)NCCC (N,N-dipropylamine), ClC1=NC=C(C=C1)[N+](=O)[O-] (2-chloro-5-nitropyridine). Solvent: C(C)#N (acetonitrile), O (water). Yields the product [N+](=O)([O-])C=1C=CC(=NC1)N(CCC)CCC ((5-nitro-pyridin-2-yl)-dipropylamine). Isolated yield 89.6%. RXN SMILES: [CH2:1]([NH:4][CH2:5][CH2:6][CH3:7])[CH2:2][CH3:3].Cl[C:9]1[CH:14]=[CH:13][C:12]([N+:15]([O-:17])=[O:16])=[CH:11][N:10]=1>C(#N)C.O>[N+:15]([C:12]1[CH:13]=[CH:14][C:9]([N:4]([CH2:5][CH2:6][CH3:7])[CH2:1][CH2:2][CH3:3])=[N:10][CH:11]=1)([O-:17])=[O:16]. Procedure details: N,N-dipropylamine (3 ml, 22 mmol) was added to a solution of 2-chloro-5-nitropyridine (500 mg, 3.15 mmol) in acetonitrile (7 ml) and heated to reflux overnight. The reaction mixture was diluted with water and extracted with ethyl acetate. The organic layer was then washed with water, brine and dried. Evaporation to dryness gave (5-nitro-pyridin-2-yl)-dipropylamine (630 mg, 90%) as oil. The reactants are C(C)(C)C(C#N)(N1C(C2=C(C1=O)C=CC1=C2N(C=C1)C)=O)C (6,8-dihydro-α-isopropyl-α,1-dimethyl-6,8-dioxobenzo[2,1-b:3,4-c']dipyrrole-7(1H)-acetonitrile), S(O)(O)(=O)=O (sulfuric acid). Solvent: C(Cl)Cl (methylene chloride). Run at time 8 hour. The product is C(C)(C)C(C(=O)N)(N1C(C2=C(C1=O)C=CC1=C2N(C=C1)C)=O)C (6,8-Dihydro-α-isopropyl-α,1-dimethyl-6,8-dioxobenzo[2,1-b:3,4-c']dipyrrole-7(1H)-acetamide). Isolated yield 23.2%. RXN SMILES: [CH:1]([C:4]([CH3:22])([N:7]1[C:11](=[O:12])[C:10]2[CH:13]=[CH:14][C:15]3[CH:19]=[CH:18][N:17]([CH3:20])[C:16]=3[C:9]=2[C:8]1=[O:21])[C:5]#[N:6])([CH3:3])[CH3:2].S(=O)(=O)(O)[OH:24]>C(Cl)Cl>[CH:1]([C:4]([CH3:22])([N:7]1[C:11](=[O:12])[C:10]2[CH:13]=[CH:14][C:15]3[CH:19]=[CH:18][N:17]([CH3:20])[C:16]=3[C:9]=2[C:8]1=[O:21])[C:5]([NH2:6])=[O:24])([CH3:3])[CH3:2]. Procedure: A solution of 6,8-dihydro-α-isopropyl-α,1-dimethyl-6,8-dioxobenzo[2,1-b:3,4-c']dipyrrole-7(1H)-acetonitrile (5.30 g, 18.0 mmol) in methylene chloride is added dropwise to concentrated sulfuric acid at 5°-10° C. with rapid stirring. The ice bath is removed and the reaction mixture is stirred overnight at ambient temperatures, poured over crushed ice, diluted with methylene chloride, treated with 50% sodium hydroxide solution with ice bath cooling to pH 3-4 and separated. The aqueous layer is extr... Starting materials: COC(CCCCC1SCC=2N(C(N(C21)C(C)=O)=O)C(C)=O)=O (1,3-Diacetyl-2,3,4,6-tetrahydro-2-oxo-1H-thieno[3,4-d]imidazole-4-pentanoic acid methyl ester), glass, starting material. The reagents and catalysts are [Pt]=O (platinum oxide). The solvent is C(C)(=O)OC(C)=O (acetic anhydride), C(C)(=O)OC(C)=O (acetic anhydride). Run at time 6 hour. The product is COC(CCCCC1SCC2N(C(N(C21)C(C)=O)=O)C(C)=O)=O (1,3-Diacetyl-hexahydro-2-oxo-1H-thieno[3,4-d]imidazole-4-pentanoic acid methyl ester). As a reaction SMILES: [CH3:1][O:2][C:3](=[O:23])[CH2:4][CH2:5][CH2:6][CH2:7][CH:8]1[C:15]2[N:14]([C:16](=[O:18])[CH3:17])[C:13](=[O:19])[N:12]([C:20](=[O:22])[CH3:21])[C:11]=2[CH2:10][S:9]1>C(OC(=O)C)(=O)C.[Pt]=O>[CH3:1][O:2][C:3](=[O:23])[CH2:4][CH2:5][CH2:6][CH2:7][CH:8]1[CH:15]2[CH:11]([N:12]([C:20](=[O:22])[CH3:21])[C:13](=[O:19])[N:14]2[C:16](=[O:18])[CH3:17])[CH2:10][S:9]1. Reported procedure: In a 50 ml glass liner charged 12.8 mg of platinum oxide dampened with acetic anhydride. 417.7 mgs of N,N'-diacetyldehydrobiotin methyl ester high in the 1-isomer were added. The mixture was diluted to 50 ml with acetic anhydride. Hydrogenation was carried out at 550 psi of H2, 85° C., for 6 hours. After cooling the mixture was filtered through Celite removing the Pt metal. Stripping of solvent yielded a colorless oil. Analysis showed ~20% of starting material and 80% of reduction product high i... Starting materials: N#Cc1ccccc1-c1ccc(C=O)cc1, [BH3-]C#N, COC(=O)CN, CO, Cl, [Na+], C1CCOC1. The product is COC(=O)CNCc1ccc(-c2ccccc2C#N)cc1. As a reaction SMILES: [C:1](#[N:2])[c:3]1[c:4](-[c:9]2[cH:10][cH:11][c:12]([CH:15]=[O:16])[cH:13][cH:14]2)[cH:5][cH:6][cH:7][cH:8]1.[C:29]([BH3-:30])#[N:31].[CH3:18][O:19][C:20]([CH2:21][NH2:22])=[O:23].[CH3:33][OH:34].[ClH:17].[Na+:32].[O:24]1[CH2:25][CH2:26][CH2:27][CH2:28]1>>[C:1](#[N:2])[c:3]1[c:4](-[c:9]2[cH:10][cH:11][c:12]([CH2:15][NH:22][CH2:21][C:20]([O:19][CH3:18])=[O:23])[cH:13][cH:14]2)[cH:5][cH:6][cH:7][cH:8]1. Starting materials: Cl.CCOC(=O)C (HCl EtOAc), C(C)(C)(C)OC(=O)NC(C(=O)OC)C(=O)C1=CC=C(C=C1)OC (methyl 2-(tert-butoxycarbonylamino)-3-(4-methoxyphenyl)-3-oxopropanoate). Solvent: CCOC(=O)C (EtOAc). Yields the product NC(C(=O)OC)C(=O)C1=CC=C(C=C1)OC (methyl 2-amino-3-(4-methoxyphenyl)-3-oxopropanoate). Yield: 102.6%. As a reaction SMILES: Cl.CCOC(C)=O.C(OC([NH:15][CH:16]([C:21]([C:23]1[CH:28]=[CH:27][C:26]([O:29][CH3:30])=[CH:25][CH:24]=1)=[O:22])[C:17]([O:19][CH3:20])=[O:18])=O)(C)(C)C>CCOC(C)=O>[NH2:15][CH:16]([C:21]([C:23]1[CH:24]=[CH:25][C:26]([O:29][CH3:30])=[CH:27][CH:28]=1)=[O:22])[C:17]([O:19][CH3:20])=[O:18] |f:0.1|. Procedure: HCl-EtOAc (6N solution, 200 mL) was added to a solution of methyl 2-(tert-butoxycarbonylamino)-3-(4-methoxyphenyl)-3-oxopropanoate (50.0 g, 155 mmol) in EtOAc (300 mL) at ambient temperature with stirring. The reaction mixture was stirred for 30 min and then concentrated to dryness. The residue was washed with petroleum ether (200 mL×3) and dried to afford methyl 2-amino-3-(4-methoxyphenyl)-3-oxopropanoate (HCl salt, 35.5 g, 88% yield).